From a dataset of the Open Reaction Database (ORD), a public repository of structured organic reaction records. describe an organic reaction: reactants, conditions, products, and yield Starting materials: C(C)(=O)NCCC1=CC(=C(C=C1)OC)OC (N-acetyl-3,4-dimethoxyphenethylamine), P(=O)(Cl)(Cl)Cl (phosphorusoxychloride). Solvent: C1(=CC=CC=C1)C (toluene). Product: Cl.COC=1C=C2CCN=C(C2=CC1OC)C (3,4-Dihydro-6,7-dimethoxy-1-methylisoquinoline hydrochloride). RXN SMILES: [C:1]([NH:4][CH2:5][CH2:6][C:7]1[CH:12]=[CH:11][C:10]([O:13][CH3:14])=[C:9]([O:15][CH3:16])[CH:8]=1)(=O)[CH3:2].P(Cl)(Cl)([Cl:19])=O>C1(C)C=CC=CC=1>[ClH:19].[CH3:16][O:15][C:9]1[CH:8]=[C:7]2[C:12](=[CH:11][C:10]=1[O:13][CH3:14])[C:1]([CH3:2])=[N:4][CH2:5][CH2:6]2 |f:3.4|. Reported procedure: To a stirred solution of N-acetyl-3,4-dimethoxyphenethylamine (112.1 g, 0.502 m) in toluene (600 ml) maintained at 90°-95° was added dropwise phosphorusoxychloride (180.9 g, 112 ml, 1.179 mole) over a period of 1 hour. The mixture was heated to reflux for 2 hr, cooled to ambient temperature, and the solid hydrochloride salt collected by filtration, 170.4 g (wet with toluene). m.p. (after drying) 202°-203°. Product: CC(C)(C)CC1NC(C(=O)Nc2cccnc2)C(c2cccc(Cl)c2F)C1(C#N)c1ccc(Cl)cc1F. Reaction SMILES: [CH:39]([N:40]([CH2:41][CH3:42])[CH:43]([CH3:44])[CH3:45])([CH3:46])[CH3:47].[Cl:1][c:2]1[c:3]([F:31])[c:4]([CH:8]2[CH:9]([C:28](=[O:29])[OH:30])[NH:10][CH:11]([CH2:23][C:24]([CH3:25])([CH3:26])[CH3:27])[C:12]2([C:13]#[N:14])[c:15]2[c:16]([F:22])[cH:17][c:18]([Cl:21])[cH:19][cH:20]2)[cH:5][cH:6][cH:7]1.[Cl:70][CH2:71][Cl:72].[F:32][C:33]([F:34])([F:35])[C:36]([OH:37])=[O:38].[NH2:63][c:64]1[cH:65][n:66][cH:67][cH:68][cH:69]1.[c:48]1([P:49]([Cl:50])([c:51]2[cH:52][cH:53][cH:54][cH:55][cH:56]2)=[O:57])[cH:58][cH:59][cH:60][cH:61][cH:62]1>>[Cl:1][c:2]1[c:3]([F:31])[c:4]([CH:8]2[CH:9]([C:28](=[O:30])[NH:63][c:64]3[cH:65][n:66][cH:67][cH:68][cH:69]3)[NH:10][CH:11]([CH2:23][C:24]([CH3:25])([CH3:26])[CH3:27])[C:12]2([C:13]#[N:14])[c:15]2[c:16]([F:22])[cH:17][c:18]([Cl:21])[cH:19][cH:20]2)[cH:5][cH:6][cH:7]1. Starting materials: CCN(C(C)C)C(C)C, CC(C)(C)CC1NC(C(=O)O)C(c2cccc(Cl)c2F)C1(C#N)c1ccc(Cl)cc1F, ClCCl, O=C(O)C(F)(F)F, Nc1cccnc1, O=P(Cl)(c1ccccc1)c1ccccc1.